From a dataset of the Open Reaction Database (ORD), a public repository of structured organic reaction records. describe an organic reaction: reactants, conditions, products, and yield Reactants: O=C1C=CC(=O)C=C1, C=CC(=O)OC, C[O-], C=CNC=O, [Na+]. Yields the product C=CN(C=O)CCC(=O)OC. Reaction SMILES: [C:12]1(=[O:13])[CH:14]=[CH:15][C:16](=[O:17])[CH:18]=[CH:19]1.[C:1]([CH:2]=[CH2:3])(=[O:4])[O:5][CH3:6].[CH3:20][O-:21].[CH:7](=[CH2:8])[NH:9][CH:10]=[O:11].[Na+:22]>>[C:1]([CH2:2][CH2:3][N:9]([CH:7]=[CH2:8])[CH:10]=[O:11])(=[O:4])[O:5][CH3:6].